This data is from the Open Reaction Database (ORD), a public repository of structured organic reaction records. The task is: describe an organic reaction: reactants, conditions, products, and yield Reactants: CCOC(C)=O, CN1CCCC1=O, NCC1CCCCC1, CCN(C(C)C)C(C)C, COc1ccc2nc(Cl)sc2c1. Product: COc1ccc2nc(NCC3CCCCC3)sc2c1. RXN SMILES: [CH3:30][CH2:31][O:32][C:33](=[O:34])[CH3:35].[CH3:36][N:37]1[CH2:38][CH2:39][CH2:40][C:41]1=[O:42].[CH:13]1([CH2:19][NH2:20])[CH2:14][CH2:15][CH2:16][CH2:17][CH2:18]1.[CH:21]([N:22]([CH2:23][CH3:24])[CH:25]([CH3:26])[CH3:27])([CH3:28])[CH3:29].[Cl:1][c:2]1[s:3][c:4]2[c:5]([n:6]1)[cH:7][cH:8][c:9]([O:11][CH3:12])[cH:10]2>>[c:2]1([NH:20][CH2:19][CH:13]2[CH2:14][CH2:15][CH2:16][CH2:17][CH2:18]2)[s:3][c:4]2[c:5]([n:6]1)[cH:7][cH:8][c:9]([O:11][CH3:12])[cH:10]2. The reactants are NCC1=CC=CC(=N1)C=1N=C(SC1)N=C(N)N (4-(6-aminomethylpyridin-2-yl)-2-(diaminomethyleneamino)thiazole), CSC(=NC#N)SC (dimethyl N-cyanodithioiminocarbonate). The solvent is C(C)O (ethanol). Yields the product NC(N)=NC=1SC=C(N1)C1=NC(=CC=C1)CNC(SC)=NC#N (2-(diaminomethyleneamino)-4-[6-(3-cyano-2-methylisothioureido)methylpyridin-2-yl]thiazole). RXN SMILES: [NH2:1][CH2:2][C:3]1[N:8]=[C:7]([C:9]2[N:10]=[C:11]([N:14]=[C:15]([NH2:17])[NH2:16])[S:12][CH:13]=2)[CH:6]=[CH:5][CH:4]=1.[CH3:18][S:19][C:20](SC)=[N:21][C:22]#[N:23]>C(O)C>[NH2:16][C:15](=[N:14][C:11]1[S:12][CH:13]=[C:9]([C:7]2[CH:6]=[CH:5][CH:4]=[C:3]([CH2:2][NH:1][C:20](=[N:21][C:22]#[N:23])[S:19][CH3:18])[N:8]=2)[N:10]=1)[NH2:17]. Procedure: A mixture of 4-(6-aminomethylpyridin-2-yl)-2-(diaminomethyleneamino)thiazole (0.50 g) and dimethyl N-cyanodithioiminocarbonate [(CH3S)2C=N--CN] (0.29 g) in ethanol (10 ml) was refluxed for one hour to give 2-(diaminomethyleneamino)-4-[6-(3-cyano-2-methylisothioureido)methylpyridin-2-yl]thiazole of a crude product. After being concentrated to dry the above product, 40 weight % methanolic methylamine (1.6 ml) and N,N-dimethylformamide (10 ml) was added and the mixture was stirred at 60° C. for 5 h...